Dataset: the Open Reaction Database (ORD), a public repository of structured organic reaction records. Task: describe an organic reaction: reactants, conditions, products, and yield Starting materials: COC1=CC2=C(C(NS2)=O)C=C1 (6-methoxy-1,2-benzisothiazol-3-one), CN(C=O)C (N,N-dimethylformamide), S(=O)(Cl)Cl (thionyl chloride). Product: ClC1=NSC2=C1C=CC(=C2)OC (3-chloro-6-methoxy-1,2-benzisothiazole). Isolated yield 88.0%. Run at time 1 hour. Solvent: ClC1=CC=CC=C1 (chlorobenzene). RXN SMILES: [CH3:1][O:2][C:3]1[CH:12]=[CH:11][C:6]2[C:7](=O)[NH:8][S:9][C:5]=2[CH:4]=1.CN(C)C=O.S(Cl)([Cl:20])=O>ClC1C=CC=CC=1>[Cl:20][C:7]1[C:6]2[CH:11]=[CH:12][C:3]([O:2][CH3:1])=[CH:4][C:5]=2[S:9][N:8]=1. Procedure: A 1 L four-neck flask equipped with a stirrer, a thermometer and a condenser tube was charged with 90.6 g (0.5 mol) of 6-methoxy-1,2-benzisothiazol-3-one, 109.6 g (1.5 mol) of N,N-dimethylformamide and 150.0 g of chlorobenzene. While stirring, 89.2 g (0.75 mol) of thionyl chloride was added dropwise thereto at 80° to 90° C. over 1 hour, and the mixture was reacted at the same temperature for 5 hours. After terminating the reaction, the liquid reaction mixture was concentrated, and a crude produc... The reactants are ClCCl, CC(CCCc1ccc(F)cc1)c1cc(O)c2c(c1)OC(C)(C)C1=C2CCC1, C(=NC1CCCCC1)=NC1CCCCC1, Cl, O=C(O)CCCN1CCOCC1. Yields the product CC(CCCc1ccc(F)cc1)c1cc(OC(=O)CCCN2CCOCC2)c2c(c1)OC(C)(C)C1=C2CCC1, Cl. RXN SMILES: [CH2:57]([Cl:58])[Cl:59].[CH3:1][C:2]1([CH3:28])[O:3][c:4]2[c:5]([c:11]([OH:27])[cH:12][c:13]([CH:15]([CH2:16][CH2:17][CH2:18][c:19]3[cH:20][cH:21][c:22]([F:25])[cH:23][cH:24]3)[CH3:26])[cH:14]2)[C:6]2=[C:7]1[CH2:8][CH2:9][CH2:10]2.[CH:29]1([N:30]=[C:31]=[N:32][CH:33]2[CH2:34][CH2:35][CH2:36][CH2:37][CH2:38]2)[CH2:39][CH2:40][CH2:41][CH2:42][CH2:43]1.[ClH:44].[O:45]1[CH2:46][CH2:47][N:48]([CH2:51][CH2:52][CH2:53][C:54](=[O:55])[OH:56])[CH2:49][CH2:50]1>>[CH3:1][C:2]1([CH3:28])[O:3][c:4]2[c:5]([c:11]([O:27][C:54]([CH2:53][CH2:52][CH2:51][N:48]3[CH2:47][CH2:46][O:45][CH2:50][CH2:49]3)=[O:55])[cH:12][c:13]([CH:15]([CH2:16][CH2:17][CH2:18][c:19]3[cH:20][cH:21][c:22]([F:25])[cH:23][cH:24]3)[CH3:26])[cH:14]2)[C:6]2=[C:7]1[CH2:8][CH2:9][CH2:10]2.[ClH:44].